Dataset: the Open Reaction Database (ORD), a public repository of structured organic reaction records. Task: describe an organic reaction: reactants, conditions, products, and yield Starting materials: FC1=C(OC=2C=C(C=CC2[N+](=O)[O-])C(C)=O)C=CC(=C1)F (3'-(2,4-difluorophenoxy)-4'-nitroacetophenone), [Cl-].[NH4+] (ammonium chloride). The reagents and catalysts are [Fe] (iron). Solvent: C(C)O (ethanol), O (water). Reaction conditions: time 30 minute. Yields the product NC1=C(C=C(C=C1)C(C)=O)OC1=C(C=C(C=C1)F)F (4'-amino-3'-(2,4-difluorophenoxy)acetophenone). The yield is 98.0%. Reaction SMILES: [F:1][C:2]1[CH:20]=[C:19]([F:21])[CH:18]=[CH:17][C:3]=1[O:4][C:5]1[CH:6]=[C:7]([C:14](=[O:16])[CH3:15])[CH:8]=[CH:9][C:10]=1[N+:11]([O-])=O.[Cl-].[NH4+]>C(O)C.O.[Fe]>[NH2:11][C:10]1[CH:9]=[CH:8][C:7]([C:14](=[O:16])[CH3:15])=[CH:6][C:5]=1[O:4][C:3]1[CH:17]=[CH:18][C:19]([F:21])=[CH:20][C:2]=1[F:1] |f:1.2|. Procedure: A mixture of 3'-(2,4-difluorophenoxy)-4'-nitroacetophenone (2.5 g), iron powder (2.5 g) and ammonium chloride (0.25 g) in ethanol (40 ml) and water (20 ml) was refluxed with stirring for 30 minutes. The insoluble materials were filtered and the filtrate was concentrated under reduced pressure. The residue was dissolved in ethyl acetate, washed with a saturated aqueous solution of sodium chloride, dried over magnesium sulfate, and concentrated to give a powder of 4'-amino-3'-(2,4-difluorophenoxy)... Starting materials: C(C)(C)(C)OC(=O)N1CC(C(CC1)C=1C=C(C(=O)O)C=CC1)OCC1=CC2=CC=CC=C2C=C1 ((3RS,4RS)-3-(1 -tert-butoxycarbonyl-3-naphthalen-2-ylmethoxy-piperidin-4-yl)-benzoic acid), C(C1=CC=CC=C1)N (benzylamine), 1,1-carbonyidiimidazole. Yields the product C(C1=CC=CC=C1)NC(=O)C=1C=C(C=CC1)C1C(CN(CC1)C(=O)OC(C)(C)C)OCC1=CC2=CC=CC=C2C=C1 (tert-butyl (3RS,4RS)-4-(3-benzylcarbamoyl-phenyl)-3-(naphthalen-2-ylmethoxy)-piperidine-1-carboxylate). Reaction SMILES: [C:1]([O:5][C:6]([N:8]1[CH2:13][CH2:12][CH:11]([C:14]2[CH:15]=[C:16]([CH:20]=[CH:21][CH:22]=2)[C:17](O)=[O:18])[CH:10]([O:23][CH2:24][C:25]2[CH:34]=[CH:33][C:32]3[C:27](=[CH:28][CH:29]=[CH:30][CH:31]=3)[CH:26]=2)[CH2:9]1)=[O:7])([CH3:4])([CH3:3])[CH3:2].[CH2:35]([NH2:42])[C:36]1[CH:41]=[CH:40][CH:39]=[CH:38][CH:37]=1>>[CH2:35]([NH:42][C:17]([C:16]1[CH:15]=[C:14]([CH:11]2[CH2:12][CH2:13][N:8]([C:6]([O:5][C:1]([CH3:4])([CH3:3])[CH3:2])=[O:7])[CH2:9][CH:10]2[O:23][CH2:24][C:25]2[CH:34]=[CH:33][C:32]3[C:27](=[CH:28][CH:29]=[CH:30][CH:31]=3)[CH:26]=2)[CH:22]=[CH:21][CH:20]=1)=[O:18])[C:36]1[CH:41]=[CH:40][CH:39]=[CH:38][CH:37]=1. Procedure details: In an analogous manner to that described in Example 36(b), by condensing (3RS,4RS)-3-(1 -tert-butoxycarbonyl-3-naphthalen-2-ylmethoxy-piperidin-4-yl)-benzoic acid with benzylamine using 1,1-carbonyidiimidazole as the condensation agent there was obtained tert-butyl (3RS,4RS)-4-(3-benzylcarbamoyl-phenyl)-3-(naphthalen-2-ylmethoxy)-piperidine-1-carboxylate as a colourless oil; MS: 551 (M+H)+. Reactants: [Al+3], CCOC(=O)CC(c1ccc2ccccc2c1)c1c[nH]c2c(CSC)cccc12, CCOC(C)=O, Cl, [H-], [H-], [H-], [H-], [Li+], C1CCOC1. Product: CSCc1cccc2c(C(CCO)c3ccc4ccccc4c3)c[nH]c12. As a reaction SMILES: [Al+3:31].[CH3:1][S:2][CH2:3][c:4]1[cH:5][cH:6][cH:7][c:8]2[c:9]([CH:13]([CH2:14][C:15](=[O:16])[O:17][CH2:18][CH3:19])[c:20]3[cH:21][c:22]4[cH:23][cH:24][cH:25][cH:26][c:27]4[cH:28][cH:29]3)[cH:10][nH:11][c:12]12.[CH3:37][CH2:38][O:39][C:40](=[O:41])[CH3:42].[ClH:36].[H-:30].[H-:33].[H-:34].[H-:35].[Li+:32].[O:43]1[CH2:44][CH2:45][CH2:46][CH2:47]1>>[CH3:1][S:2][CH2:3][c:4]1[cH:5][cH:6][cH:7][c:8]2[c:9]([CH:13]([CH2:14][CH2:15][OH:16])[c:20]3[cH:21][c:22]4[cH:23][cH:24][cH:25][cH:26][c:27]4[cH:28][cH:29]3)[cH:10][nH:11][c:12]12. Reactants: C1CCOC1, Cn1cc(CC#N)c2cc([N+](=O)[O-])ccc21. Yields the product Cn1cc(CC#N)c2cc(N)ccc21. Reaction SMILES: [CH2:17]1[O:18][CH2:19][CH2:20][CH2:21]1.[CH3:1][n:2]1[cH:3][c:4]([CH2:14][C:15]#[N:16])[c:5]2[cH:6][c:7]([N+:11]([O-:12])=[O:13])[cH:8][cH:9][c:10]12>>[CH3:1][n:2]1[cH:3][c:4]([CH2:14][C:15]#[N:16])[c:5]2[cH:6][c:7]([NH2:11])[cH:8][cH:9][c:10]12. Reactants: C(C=C)OC1=NOC2=C1C=C(C(=C2)OCC=C)[N+](=O)[O-] (3,6-bis-allyloxy-5-nitrobenzo[d]isoxazole), O.O.[Sn](Cl)Cl (tin(II) chloride dihydrate), C([O-])([O-])=O.[Na+].[Na+] (Sodium carbonate). Solvent: CCOC(=O)C (EtOAc), C(=O)(O)[O-].[Na+] (NaHCO3), CCOC(=O)C (EtOAc). Run at time 2 hour. The product is C(C=C)OC1=NOC2=C1C=C(C(=C2)OCC=C)N (3,6-bis-allyloxybenzo[d]isoxazol-5-ylamine). RXN SMILES: [CH2:1]([O:4][C:5]1[C:9]2[CH:10]=[C:11]([N+:18]([O-])=O)[C:12]([O:14][CH2:15][CH:16]=[CH2:17])=[CH:13][C:8]=2[O:7][N:6]=1)[CH:2]=[CH2:3].O.O.[Sn](Cl)Cl.C(=O)([O-])[O-].[Na+].[Na+]>CCOC(C)=O.C([O-])(O)=O.[Na+]>[CH2:1]([O:4][C:5]1[C:9]2[CH:10]=[C:11]([NH2:18])[C:12]([O:14][CH2:15][CH:16]=[CH2:17])=[CH:13][C:8]=2[O:7][N:6]=1)[CH:2]=[CH2:3] |f:1.2.3,4.5.6,8.9|. Procedure details: To a solution of 3,6-bis-allyloxy-5-nitrobenzo[d]isoxazole (0.60 g, 2.17 mmol) in EtOAc (12 mL) is added portionwise tin(II) chloride dihydrate (2.2 g, 9.75 mmol). The mixture is stirred at room temperature for 2 h and then at 60° C. for 1.5 h. The mixture is diluted with EtOAc and saturated NaHCO3 is added dropwise, resulting in the formation of a precipitate. Sodium carbonate (2N) is added and the insoluble precipitate is filtered off. The phases are separated and the aqueous phase is extracte... Starting materials: (R,S)-2-octanol, (R,S)-2-octanol, C(CCCCCCCCCCCCCCCCCCCCC)(=O)OC(C)CCCCCC (2-octyl behenate). Run in O (water). Product: CCCCCC[C@H](C)O ((S)-(+)-octanol). The yield is 34.0%. RXN SMILES: C([O:24][CH:25]([CH2:27][CH2:28][CH2:29][CH2:30][CH2:31][CH3:32])[CH3:26])(=O)CCCCCCCCCCCCCCCCCCCCC>O>[CH3:32][CH2:31][CH2:30][CH2:29][CH2:28][CH2:27][C@@H:25]([OH:24])[CH3:26]. Procedure: Interesterification was carried out by using 3 g of Lipase QL, 50 g of (R,S)-2-octanol, and 150 g of tribehen under the same conditions as in Example 3 at 120° C. for a period of 22 hours. The water content of the reaction system was 0.03% by weight, and 91% of the lipase particles had a particle size of 20 to 40 μm. Gas chromatography of the reaction mixture revealed that 64 mol % of (R,S)-2-octanol had been converted to 2-octyl behenate. The reaction mixture was treated in the same manner as i...